From a dataset of the Open Reaction Database (ORD), a public repository of structured organic reaction records. describe an organic reaction: reactants, conditions, products, and yield Starting materials: C(C(CO)(CO)N)O.Cl (Tris-HCl), [Mg+2].[Cl-].[Cl-] (MgCl2), O=C[C@H](O)[C@@H](O)[C@H](O)[C@H](O)CO.P(O)(=O)(OP(=O)(O)O)OC[C@@H]1[C@H]([C@H]([C@@H](O1)N1C(=O)NC(=O)C=C1)O)O (uridine 5'-diphosphate glucose), C(C(C)C)(=O)[O-] (isobutyrate). Run at time 2 hour. Yields the product C(C(C)C)(=O)O[C@H]1[C@H](O)[C@@H](O)[C@H](O)[C@H](O1)CO (1-O-isobutyryl-β-D-glucose). Reaction SMILES: [CH2:1](O)[C:2](N)([CH2:5]O)[CH2:3][OH:4].Cl.[Mg+2].[Cl-].[Cl-].[O:13]=[CH:14][C@@H:15]([C@H:17]([C@@H:19]([C@@H:21]([CH2:23][OH:24])[OH:22])[OH:20])[OH:18])[OH:16].P(OC[C@H]1O[C@@H](N2C=CC(=O)NC2=O)[C@H](O)[C@@H]1O)(OP(O)(O)=O)(=O)O.C([O-])(=O)C(C)C>>[C:3]([O:13][C@@H:14]1[O:22][C@H:21]([CH2:23][OH:24])[C@@H:19]([OH:20])[C@H:17]([OH:18])[C@H:15]1[OH:16])(=[O:4])[CH:2]([CH3:5])[CH3:1] |f:0.1,2.3.4,5.6|. Procedure details: A reaction mixture of 50 mM Tris-HCl (pH 7.0), 10 mM MgCl2, 10 mM dithiotheritol 10 mM uridine 5'-diphosphate glucose, 1 mM isobutyrate, 2 units of GTI activity is made up. Reaction is carried out for 2 hrs. at 37° C. 1-O-isobutyryl-β-D-glucose is formed. Starting materials: CO, COC(=O)c1ccc(OCCCl)c(OC)c1, Cl, [Na+], [OH-]. Product: COc1cc(C(=O)O)ccc1OCCCl. RXN SMILES: [CH3:20][OH:21].[Cl:1][CH2:2][CH2:3][O:4][c:5]1[c:6]([O:15][CH3:16])[cH:7][c:8]([C:9](=[O:10])[O:11][CH3:12])[cH:13][cH:14]1.[ClH:19].[Na+:18].[OH-:17]>>[Cl:1][CH2:2][CH2:3][O:4][c:5]1[c:6]([O:15][CH3:16])[cH:7][c:8]([C:9](=[O:10])[OH:11])[cH:13][cH:14]1.